From a dataset of the Open Reaction Database (ORD), a public repository of structured organic reaction records. describe an organic reaction: reactants, conditions, products, and yield The yield is 70.5%. Run in C(C)O (ethanol). RXN SMILES: [CH2:1]([NH:8][CH2:9][CH2:10][C:11]1[CH:16]=[CH:15][C:14]([C:17]2[CH:22]=[CH:21][C:20]([C:23]([O:25][CH3:26])=[O:24])=[CH:19][CH:18]=2)=[CH:13][CH:12]=1)[C:2]1[CH:7]=[CH:6][CH:5]=[CH:4][CH:3]=1.[Cl:27][C:28]1[CH:33]=[CH:32][C:31]([C@@H:34]2[CH2:36][O:35]2)=[CH:30][N:29]=1>C(O)C>[CH2:1]([N:8]([CH2:9][CH2:10][C:11]1[CH:16]=[CH:15][C:14]([C:17]2[CH:18]=[CH:19][C:20]([C:23]([O:25][CH3:26])=[O:24])=[CH:21][CH:22]=2)=[CH:13][CH:12]=1)[CH2:36][C@@H:34]([C:31]1[CH:30]=[N:29][C:28]([Cl:27])=[CH:33][CH:32]=1)[OH:35])[C:2]1[CH:3]=[CH:4][CH:5]=[CH:6][CH:7]=1. The product is C(C1=CC=CC=C1)N(C[C@H](O)C=1C=NC(=CC1)Cl)CCC1=CC=C(C=C1)C1=CC=C(C=C1)C(=O)OC (methyl 4′-[2-[N-benzyl-N-[(2R)-2-(6-chloro-3-pyridyl)-2-hydroxyethyl]amino]ethyl]-1,1′-biphenyl-4-carboxylate). Reactants: C(C1=CC=CC=C1)NCCC1=CC=C(C=C1)C1=CC=C(C=C1)C(=O)OC (methyl 4′-[2-(benzylamino)ethyl]-1,1′-biphenyl-4-carboxylate), ClC1=NC=C(C=C1)[C@H]1OC1 (2-chloro-5-[(2R)-2-oxiranyl]pyridine). Reported procedure: A solution of methyl 4′-[2-(benzylamino)ethyl]-1,1′-biphenyl-4-carboxylate (460 mg), and 2-chloro-5-[(2R)-2-oxiranyl]pyridine (207 mg) in ethanol (10 ml) was refluxed for 18 hours. The mixture was evaporated in vacuo. The residue was purified by column chromatography on silica gel (chlorofor:methanol=100:1) to give methyl 4′-[2-[N-benzyl-N-[(2R)-2-(6-chloro-3-pyridyl)-2-hydroxyethyl]amino]ethyl]-1,1′-biphenyl-4-carboxylate (470 mg) as a colorless foam. The reactants are C#C[Si](C)(C)C, CCCCCC, [Li]CCCC, [Cl-], CCOC(=O)CF, [NH4+], C1CCOC1. Yields the product C[Si](C)(C)C#CC(=O)CF. Reaction SMILES: [CH3:1][Si:2]([CH3:3])([CH3:4])[C:5]#[CH:6].[CH3:26][CH2:27][CH2:28][CH2:29][CH2:30][CH3:31].[CH3:7][CH2:8][CH2:9][CH2:10][Li:11].[Cl-:19].[F:12][CH2:13][C:14](=[O:15])[O:16][CH2:17][CH3:18].[NH4+:20].[O:21]1[CH2:22][CH2:23][CH2:24][CH2:25]1>>[CH3:1][Si:2]([CH3:3])([CH3:4])[C:5]#[C:6][C:14]([CH2:13][F:12])=[O:15].